This data is from the Open Reaction Database (ORD), a public repository of structured organic reaction records. The task is: describe an organic reaction: reactants, conditions, products, and yield Reactants: B, CCOC(C)=O, Cl, Cc1ccccc1-c1cnccc1C(=O)N(C)Cc1cc(C(F)(F)F)cc(C(F)(F)F)c1, [Na+], C1CCOC1, [OH-]. Product: Cc1ccccc1-c1cnccc1CN(C)Cc1cc(C(F)(F)F)cc(C(F)(F)F)c1. As a reaction SMILES: [BH3:33].[CH3:42][CH2:43][O:44][C:45](=[O:46])[CH3:47].[ClH:34].[F:1][C:2]([c:3]1[cH:4][c:5]([CH2:6][N:7]([C:8]([c:9]2[c:10](-[c:15]3[c:16]([CH3:21])[cH:17][cH:18][cH:19][cH:20]3)[cH:11][n:12][cH:13][cH:14]2)=[O:22])[CH3:23])[cH:24][c:25]([C:27]([F:28])([F:29])[F:30])[cH:26]1)([F:31])[F:32].[Na+:36].[O:37]1[CH2:38][CH2:39][CH2:40][CH2:41]1.[OH-:35]>>[F:1][C:2]([c:3]1[cH:4][c:5]([CH2:6][N:7]([CH2:8][c:9]2[c:10](-[c:15]3[c:16]([CH3:21])[cH:17][cH:18][cH:19][cH:20]3)[cH:11][n:12][cH:13][cH:14]2)[CH3:23])[cH:24][c:25]([C:27]([F:28])([F:29])[F:30])[cH:26]1)([F:31])[F:32]. The reactants are OC=1C=C(C(=O)NCC(=O)O)C=C(C1)NC=1NCC(CN1)O (2-(3-Hydroxy-5-((5-hydroxy-1,4,5,6-tetrahydropyrimidin-2-yl)amino)benzamido)acetic acid), Cl.N[C@@H](CC(=O)OCC)C1=CC(=CC(=C1)C(C(F)(F)F)(C)O)Cl ((3S)-ethyl 3-amino-3-(3-chloro-5-(1,1,1-trifluoro-2-hydroxypropan-2-yl)phenyl)propanoate hydrochloride salt), O.ON1N=NC2=C1C=CC=C2 (1-hydroxybenzotriazole hydrate), crude residue. Solvent: CN(C)C=O.C(Cl)Cl (DMF DCM). Reaction conditions: time 10 minute. Product: ClC=1C=C(C=C(C1)C(C(F)(F)F)(C)O)[C@H](CC(=O)OCC)NC(CNC(C1=CC(=CC(=C1)NC=1NCC(CN1)O)O)=O)=O ((3S)-ethyl 3-(3-chloro-5-(1,1,1-trifluoro-2-hydroxypropan-2-yl)phenyl)-3-(2-(3-hydroxy-5-((5-hydroxy-1,4,5,6-tetrahydropyrimidin-2-yl)amino)benzamido)acetamido)propanoate). Reaction SMILES: [OH:1][C:2]1[CH:3]=[C:4]([CH:12]=[C:13]([NH:15][C:16]2[NH:17][CH2:18][CH:19]([OH:22])[CH2:20][N:21]=2)[CH:14]=1)[C:5]([NH:7][CH2:8][C:9]([OH:11])=O)=[O:6].Cl.[NH2:24][C@H:25]([C:32]1[CH:37]=[C:36]([C:38]([OH:44])([CH3:43])[C:39]([F:42])([F:41])[F:40])[CH:35]=[C:34]([Cl:45])[CH:33]=1)[CH2:26][C:27]([O:29][CH2:30][CH3:31])=[O:28].O.ON1C2C=CC=CC=2N=N1>CN(C=O)C.C(Cl)Cl>[Cl:45][C:34]1[CH:33]=[C:32]([C@@H:25]([NH:24][C:9](=[O:11])[CH2:8][NH:7][C:5](=[O:6])[C:4]2[CH:12]=[C:13]([NH:15][C:16]3[NH:17][CH2:18][CH:19]([OH:22])[CH2:20][N:21]=3)[CH:14]=[C:2]([OH:1])[CH:3]=2)[CH2:26][C:27]([O:29][CH2:30][CH3:31])=[O:28])[CH:37]=[C:36]([C:38]([OH:44])([CH3:43])[C:39]([F:42])([F:41])[F:40])[CH:35]=1 |f:1.2,3.4,5.6|. Procedure: A mixture of 2-(3-hydroxy-5-((5-hydroxy-1,4,5,6-tetrahydropyrimidin-2-yl)amino)benzamido)acetic acid (Example B) (328.3 mg, 1.065 mmol), (3S)-ethyl 3-amino-3-(3-chloro-5-(1,1,1-trifluoro-2-hydroxypropan-2-yl)phenyl)propanoate hydrochloride salt (from step 1 above) (364.2 mg, 0.968 mmol) and 1-hydroxybenzotriazole hydrate (31.5 mg, 0.206 mmol) was dissolved in a mixture of DMF/DCM (1:1) and stirred at room temperature under nitrogen atmosphere for 10 min to give a cream suspension. N,N′-diisoprop... The reactants are Cc1cc(Br)nc(-c2ccc(Cl)cc2)c1, Ic1c[nH]cn1. Product: Cc1cc(-c2ccc(Cl)cc2)nc(-n2cnc(I)c2)c1. RXN SMILES: [Br:1][c:2]1[n:3][c:4](-[c:9]2[cH:10][cH:11][c:12]([Cl:15])[cH:13][cH:14]2)[cH:5][c:6]([CH3:8])[cH:7]1.[I:16][c:17]1[n:18][cH:19][nH:20][cH:21]1>>[c:2]1(-[n:20]2[cH:19][n:18][c:17]([I:16])[cH:21]2)[n:3][c:4](-[c:9]2[cH:10][cH:11][c:12]([Cl:15])[cH:13][cH:14]2)[cH:5][c:6]([CH3:8])[cH:7]1. Reactants: C(#N)CC(C(F)(F)F)P(OCC)(=O)C (ethyl P-(3-cyano-1,1,1-trifluoro-prop-2-yl)-P-methyl-phosphinate), FC(C(=O)O)(F)F (trifluoroacetic acid). Reagents/catalysts: [Pt]=O (platinum oxide). Product: FC(C(=O)O)(F)F.NCCC(C(F)(F)F)P(OCC)(=O)C (ethyl P-(4-amino-1,1,1-trifluoro-but-2-yl)-P-methyl-phosphinate trifluoroacetate). As a reaction SMILES: [C:1]([CH2:3][CH:4]([P:9]([CH3:14])(=[O:13])[O:10][CH2:11][CH3:12])[C:5]([F:8])([F:7])[F:6])#[N:2].[F:15][C:16]([F:21])([F:20])[C:17]([OH:19])=[O:18]>[Pt]=O>[F:15][C:16]([F:21])([F:20])[C:17]([OH:19])=[O:18].[NH2:2][CH2:1][CH2:3][CH:4]([P:9]([CH3:14])(=[O:13])[O:10][CH2:11][CH3:12])[C:5]([F:8])([F:6])[F:7] |f:3.4|. Reported procedure: 250 mg of platinum oxide are added to a solution of 458.28 mg (2 mmol) of ethyl P-(3-cyano-1,1,1-trifluoro-prop-2-yl)-P-methyl-phosphinate dissolved in 28 ml of trifluoroacetic acid, and the resulting mixture is hydrogenated at 25° and 4 bar. The catalyst is filtered off and the filtrate is evaporated to dryness under reduced pressure. The resulting crude product is chromatographed on 70 g of Opti-Up® C12 with acetonitrile as the eluent. The product-containing fractions are combined and evaporat... Reactants: CN(C)CCCCl, CN(C)C=O, S=C1CN=C(c2ccccc2Cl)c2cc(Cl)ccc2N1, [H-], [Na+], O. The product is CN(C)CCCSC1=Nc2ccc(Cl)cc2C(c2ccccc2Cl)=NC1. RXN SMILES: [CH3:23][N:24]([CH3:25])[CH2:26][CH2:27][CH2:28][Cl:29].[CH3:31][N:32]([CH3:33])[CH:34]=[O:35].[Cl:1][c:2]1[c:3]([C:8]2=[N:9][CH2:10][C:11](=[S:20])[NH:12][c:13]3[c:14]2[cH:15][c:16]([Cl:19])[cH:17][cH:18]3)[cH:4][cH:5][cH:6][cH:7]1.[H-:21].[Na+:22].[OH2:30]>>[Cl:1][c:2]1[c:3]([C:8]2=[N:9][CH2:10][C:11]([S:20][CH2:28][CH2:27][CH2:26][N:24]([CH3:23])[CH3:25])=[N:12][c:13]3[c:14]2[cH:15][c:16]([Cl:19])[cH:17][cH:18]3)[cH:4][cH:5][cH:6][cH:7]1. Reactants: C(C1=CC=CC=C1)N1C(=NC=2N(C(N(C(C12)=O)CCCO[Si](C)(C)C(C)(C)C)=O)C)C1=CC(=C(C=C1)Cl)Cl (7-Benzyl-1-(3-((tert-butyldimethylsilyl)oxy)propyl)-8-(3,4-dichlorophenyl)-3-methyl-1H-purine-2,6(3H,7H)-dione), Cl (HCl). Solvent: C(C)O (ethanol), O (water), C(C)OCC (diethyl ether). Run at time 1 hour. Yields the product C(C1=CC=CC=C1)N1C(=NC=2N(C(N(C(C12)=O)CCCO)=O)C)C1=CC(=C(C=C1)Cl)Cl (7-benzyl-8-(3,4-dichlorophenyl)-1-(3-hydroxypropyl)-3-methyl-1H-purine-2,6(3H,7H)-dione). The yield is 71.4%. Reaction SMILES: [CH2:1]([N:8]1[C:16]2[C:15](=[O:17])[N:14]([CH2:18][CH2:19][CH2:20][O:21][Si](C(C)(C)C)(C)C)[C:13](=[O:29])[N:12]([CH3:30])[C:11]=2[N:10]=[C:9]1[C:31]1[CH:36]=[CH:35][C:34]([Cl:37])=[C:33]([Cl:38])[CH:32]=1)[C:2]1[CH:7]=[CH:6][CH:5]=[CH:4][CH:3]=1.Cl>C(O)C.O.C(OCC)C>[CH2:1]([N:8]1[C:16]2[C:15](=[O:17])[N:14]([CH2:18][CH2:19][CH2:20][OH:21])[C:13](=[O:29])[N:12]([CH3:30])[C:11]=2[N:10]=[C:9]1[C:31]1[CH:36]=[CH:35][C:34]([Cl:37])=[C:33]([Cl:38])[CH:32]=1)[C:2]1[CH:7]=[CH:6][CH:5]=[CH:4][CH:3]=1. Procedure details: Step 2 7-Benzyl-1-(3-((tert-butyldimethylsilyl)oxy)propyl)-8-(3,4-dichlorophenyl)-3-methyl-1H-purine-2,6(3H,7H)-dione (0.49 g, 0.854 mmol) was dissolved in ethanol (15 mL) and 6 N HCl (2.0 mL) was added. The clear solution was stirred at room temperature for 1 h. The reaction was diluted with water (100 mL) and extracted with DCM (3×75 ml). The combined extracts were dried with magnesium sulfate, filtered and the solvent was removed under reduced pressure to give a white solid. The solid was slu... Yields the product NC1=CC=C(C(=C1C(=O)NC)Cl)Br (6-Amino-3-bromo-2-chloro-N-methylbenzamide). The reactants are NC1=CC=C(C(=C1C(=O)NC)F)Br (6-amino-3-bromo-2-fluoro-N-methylbenzamide), ClC1=CC=CC=2NC(OC(C21)=O)=O (5-Chloro-1H-benzo[d][1,3]oxazine-2,4-dione), FC1=CC=CC=2NC(OC(C21)=O)=O (5-fluoro-1H-benzo[d][1,3]oxazine-2,4-dione), ClC1=CC=CC=2NC(OC(C21)=O)=O (5-Chloro-1H-benzo[d][1,3]oxazine-2,4-dione). Reaction SMILES: [NH2:1][C:2]1[C:7]([C:8]([NH:10][CH3:11])=[O:9])=[C:6](F)[C:5]([Br:13])=[CH:4][CH:3]=1.FC1C2C(=O)OC(=O)NC=2C=CC=1.[Cl:27]C1C2C(=O)OC(=O)NC=2C=CC=1>>[NH2:1][C:2]1[C:7]([C:8]([NH:10][CH3:11])=[O:9])=[C:6]([Cl:27])[C:5]([Br:13])=[CH:4][CH:3]=1. Reported procedure: Prepared analogously to Compound 27D replacing 5-fluoro-1H-benzo[d][1,3]oxazine-2,4-dione (Compound 27E) with 5-Chloro-1H-benzo[d][1,3]oxazine-2,4-dione (Compound 28E). 1H NMR (CDCl3, 500 MHz) δ=2.95 (d, J=5.2 Hz, 3H), 6.02 (brs, 2H), 6.89 (d, J=8.8 Hz, 1H), 7.25 (d, J=8.8 Hz, 1H), 7.79 (brs, 1H). The reactants are CC1CCN(CC1)C1=NC(=CC=C1[N+](=O)[O-])N1CCN(CC1)C (4-methyl-6′-(4-methyl-piperazin-1-yl)-3′-nitro-3,4,5,6-tetrahydro-2H-[1,2′]bipyridinyl), [Cl-].[NH4+] (ammonium chloride), [Cl-].[NH4+] (ammonium chloride), C([O-])(O)=O.[Na+] (sodium bicarbonate). Reagents/catalysts: [Fe] (iron), [Fe] (iron). Run in CO (methanol). Yields the product CC1CCN(CC1)C1=NC(=CC=C1N)N1CCN(CC1)C (4-Methyl-6′-(4-methyl-piperazin-1-yl)-3,4,5,6-tetrahydro-2H-[1,2′]bipyridinyl-3′-ylamine). Yield: 86.4%. As a reaction SMILES: [CH3:1][CH:2]1[CH2:7][CH2:6][N:5]([C:8]2[C:13]([N+:14]([O-])=O)=[CH:12][CH:11]=[C:10]([N:17]3[CH2:22][CH2:21][N:20]([CH3:23])[CH2:19][CH2:18]3)[N:9]=2)[CH2:4][CH2:3]1.[Cl-].[NH4+].C(=O)(O)[O-].[Na+]>[Fe].CO>[CH3:1][CH:2]1[CH2:3][CH2:4][N:5]([C:8]2[C:13]([NH2:14])=[CH:12][CH:11]=[C:10]([N:17]3[CH2:22][CH2:21][N:20]([CH3:23])[CH2:19][CH2:18]3)[N:9]=2)[CH2:6][CH2:7]1 |f:1.2,3.4|. Reported procedure: A flask was charged with 4-methyl-6′-(4-methyl-piperazin-1-yl)-3′-nitro-3,4,5,6-tetrahydro-2H-[1,2′]bipyridinyl (101 mg, 0.320 mmol), methanol (10 mL), ammonium chloride (171 mg, 3.20 mmol), and iron powder (88 mg, 1.6 mmol) and refluxed for 10 h. Additional amounts of ammonium chloride (171 mg, 3.20 mmol) and iron powder (88 mg, 1.6 mmol) were added after 2.5 h and 6 h during the reflux operation. The cooled mixture was poured into satd aq sodium bicarbonate (100 mL), extracted with dichloromet...